This data is from the Open Reaction Database (ORD), a public repository of structured organic reaction records. The task is: describe an organic reaction: reactants, conditions, products, and yield Reactants: CON(C)C(=O)c1cccc(F)n1, ClCCl, C[Si](C)(C)N=[N+]=[N-], CN(C)C=O. Product: CON(C)C(=O)c1cccc(N=[N+]=[N-])n1. Reaction SMILES: [CH3:1][O:2][N:3]([C:4](=[O:5])[c:6]1[n:7][c:8]([F:12])[cH:9][cH:10][cH:11]1)[CH3:13].[Cl:26][CH2:27][Cl:28].[N:14](=[N+:15]=[N-:16])[Si:17]([CH3:18])([CH3:19])[CH3:20].[O:21]=[CH:22][N:23]([CH3:24])[CH3:25]>>[CH3:1][O:2][N:3]([C:4](=[O:5])[c:6]1[n:7][c:8]([N:14]=[N+:15]=[N-:16])[cH:9][cH:10][cH:11]1)[CH3:13].